The task is: describe an organic reaction: reactants, conditions, products, and yield. This data is from the Open Reaction Database (ORD), a public repository of structured organic reaction records. Starting materials: O=C1C=2N=CN(C2N=CN1)CCC(=O)OC1=CC=C(C=C1)[N+](=O)[O-] (3-(1,6-dihydro-6-oxo-9H-purin-9-yl)-propanoic acid, 4-nitrophenyl ester), C1(=CC=CC=C1)N1CNC(C12CCNCC2)=O (1-phenyl-1,3,8-triazaspiro[4.5]decane-4-one), CS(=O)C (dimethylsulfoxide). Run at time 20 hour. Yields the product O=C1C=2N=CN(C2N=CN1)CC(CN1CCC2(C(NCN2C2=CC=CC=C2)=O)CC1)=O (3-(1,6-dihydro-6-oxo-9H-purin-9-yl)-1-(1-phenyl-4-oxo-1,3,8-triazaspiro[4.5]dec-8-yl)-propanone). Yield: 90.0%. As a reaction SMILES: [O:1]=[C:2]1[NH:10][CH:9]=[N:8][C:7]2[N:6]([CH2:11][CH2:12][C:13](OC3C=CC([N+]([O-])=O)=CC=3)=O)[CH:5]=[N:4][C:3]1=2.[C:25]1([N:31]2[C:35]3([CH2:40][CH2:39][NH:38][CH2:37][CH2:36]3)[C:34](=[O:41])[NH:33][CH2:32]2)[CH:30]=[CH:29][CH:28]=[CH:27][CH:26]=1.CS(C)=[O:44]>>[O:1]=[C:2]1[NH:10][CH:9]=[N:8][C:7]2[N:6]([CH2:11][C:12](=[O:44])[CH2:13][N:38]3[CH2:37][CH2:36][C:35]4([N:31]([C:25]5[CH:26]=[CH:27][CH:28]=[CH:29][CH:30]=5)[CH2:32][NH:33][C:34]4=[O:41])[CH2:40][CH2:39]3)[CH:5]=[N:4][C:3]1=2. Procedure details: 0.300 g (0.9111 mmol) of 3-(1,6-dihydro-6-oxo-9H-purin-9-yl)-propanoic acid, 4-nitrophenyl ester (AIT-0081) and 0.212 g (0.9165 mmol) of 1-phenyl-1,3,8-triazaspiro[4.5]decane-4-one were placed into a 10 ml round bottom flask equipped with a magnetic stirring bar. 2 ml of dimethylsulfoxide (dried over barium oxide) was added and the solution was stirred in a closed flask at room temperature for 20 hours. The reaction was allowed to proceed overnight to ensure completion. The solvent was removed w...